This data is from the Open Reaction Database (ORD), a public repository of structured organic reaction records. The task is: describe an organic reaction: reactants, conditions, products, and yield Reactants: CCN(C(C)C)C(C)C, CN(C)C=O, COc1cc(C(=O)O)ccc1Nc1ncc2c(n1)N(C1CCCC1)CC(F)(F)C(=O)N2C, Cl, NC1CCN(C(=O)OCC2c3ccccc3-c3ccccc32)CC1, O. The product is COc1cc(C(=O)NC2CCN(C(=O)OCC3c4ccccc4-c4ccccc43)CC2)ccc1Nc1ncc2c(n1)N(C1CCCC1)CC(F)(F)C(=O)N2C. Reaction SMILES: [CH2:33]([N:34]([CH:35]([CH3:36])[CH3:37])[CH:38]([CH3:39])[CH3:40])[CH3:41].[CH3:67][N:68]([CH3:69])[CH:70]=[O:71].[CH:1]1([N:6]2[c:7]3[c:8]([cH:17][n:18][c:19]([NH:21][c:22]4[c:23]([O:31][CH3:32])[cH:24][c:25]([C:26](=[O:27])[OH:28])[cH:29][cH:30]4)[n:20]3)[N:9]([CH3:16])[C:10](=[O:15])[C:11]([F:13])([F:14])[CH2:12]2)[CH2:2][CH2:3][CH2:4][CH2:5]1.[ClH:42].[NH2:43][CH:44]1[CH2:45][CH2:46][N:47]([C:50](=[O:51])[O:52][CH2:53][CH:54]2[c:55]3[cH:56][cH:57][cH:58][cH:59][c:60]3-[c:61]3[cH:62][cH:63][cH:64][cH:65][c:66]32)[CH2:48][CH2:49]1.[OH2:72]>>[CH:1]1([N:6]2[c:7]3[c:8]([cH:17][n:18][c:19]([NH:21][c:22]4[c:23]([O:31][CH3:32])[cH:24][c:25]([C:26](=[O:27])[NH:43][CH:44]5[CH2:45][CH2:46][N:47]([C:50](=[O:51])[O:52][CH2:53][CH:54]6[c:55]7[cH:56][cH:57][cH:58][cH:59][c:60]7-[c:61]7[cH:62][cH:63][cH:64][cH:65][c:66]76)[CH2:48][CH2:49]5)[cH:29][cH:30]4)[n:20]3)[N:9]([CH3:16])[C:10](=[O:15])[C:11]([F:13])([F:14])[CH2:12]2)[CH2:2][CH2:3][CH2:4][CH2:5]1. The reactants are N#CC1(C2(c3ccc(F)cc3)CO2)CC1, CC#N, c1c[nH]cn1. Yields the product N#CC1(C(O)(Cn2ccnc2)c2ccc(F)cc2)CC1. As a reaction SMILES: [C:6](#[N:7])[C:8]1([C:11]2([c:14]3[cH:15][cH:16][c:17]([F:20])[cH:18][cH:19]3)[O:12][CH2:13]2)[CH2:9][CH2:10]1.[CH3:21][C:22]#[N:23].[nH:1]1[cH:2][n:3][cH:4][cH:5]1>>[n:1]1([CH2:13][C:11]([C:8]2([C:6]#[N:7])[CH2:9][CH2:10]2)([OH:12])[c:14]2[cH:15][cH:16][c:17]([F:20])[cH:18][cH:19]2)[cH:2][n:3][cH:4][cH:5]1.